describe an organic reaction: reactants, conditions, products, and yield From a dataset of the Open Reaction Database (ORD), a public repository of structured organic reaction records. The reactants are C1(CCC1)O (cyclobutyl alcohol), CN(C)C=O (DMF), BrC1=C(C=C(C=C1OC)CCl)OC (2-bromo-5-(chloromethyl)-1,3-dimethoxybenzene), CN(C)C=O (DMF), [H-].[Na+] (sodium hydride). Solvent: CCCCCCC.C(C)(=O)OCC (n-heptane ethyl acetate), O (Water), C(C)(=O)OCC (ethyl acetate). Conditions: time 1 hour. Product: BrC1=C(C=C(C=C1OC)COC1CCC1)OC (2-Bromo-5-[(cyclobutyloxy)methyl]-1,3-dimethoxybenzene). The yield is 85.4%. RXN SMILES: [CH:1]1([OH:5])[CH2:4][CH2:3][CH2:2]1.CN(C=O)C.[H-].[Na+].[Br:13][C:14]1[C:19]([O:20][CH3:21])=[CH:18][C:17]([CH2:22]Cl)=[CH:16][C:15]=1[O:24][CH3:25]>CCCCCCC.C(OCC)(=O)C.C(OCC)(=O)C.O>[Br:13][C:14]1[C:19]([O:20][CH3:21])=[CH:18][C:17]([CH2:22][O:5][CH:1]2[CH2:4][CH2:3][CH2:2]2)=[CH:16][C:15]=1[O:24][CH3:25] |f:2.3,5.6|. Procedure details: To a mixture of cyclobutyl alcohol (4.16 g, 57.7 mmol) and DMF (30 mL) was added sodium hydride (60% oil dispersion: 2.31 g, 57.7 mmol) while cooling on ice, and the mixture was stirred at room temperature for one hour. To the mixture was gradually added dropwise a mixture of 2-bromo-5-(chloromethyl)-1,3-dimethoxybenzene (2.47 g, 9.3 mmol) and DMF (30 mL), and the mixture was stirred at room temperature for one hour. Water was added to the mixture while cooling on ice, and then ethyl acetate was... Reactants: COc1ccc(Sc2ccc(C(=O)O)cc2)cc1, Cl, O, c1ccncc1. The product is O=C(O)c1ccc(Sc2ccc(O)cc2)cc1. Reaction SMILES: [CH3:1][O:2][c:3]1[cH:4][cH:5][c:6]([S:9][c:10]2[cH:11][cH:12][c:13]([C:14](=[O:15])[OH:16])[cH:17][cH:18]2)[cH:7][cH:8]1.[ClH:25].[OH2:26].[cH:19]1[cH:20][cH:21][n:22][cH:23][cH:24]1>>[OH:2][c:3]1[cH:4][cH:5][c:6]([S:9][c:10]2[cH:11][cH:12][c:13]([C:14](=[O:15])[OH:16])[cH:17][cH:18]2)[cH:7][cH:8]1. The reactants are CNCCNC (N,N′-dimethylethylenediamine), Cl (Hydrochloric acid), C1=COC=C1C=O (3-Furfural), C([O-])([O-])=O.[K+].[K+] (potassium carbonate), C(C1=CC=CC=C1)Br (benzyl bromide). Reagents/catalysts: O.C1(=CC=C(C=C1)S(=O)(=O)O)C (p-toluenesulfonic acid monohydrate). Solvent: C1(=CC=CC=C1)C (toluene), CN(C=O)C (N,N-dimethylformamide). Run at temperature 105 celsius, time 8 hour. The product is C(C1=CC=CC=C1)OC(=O)C=1OC=C(C1)C=O (4-formyl-2-furancarboxylic acid benzyl ester). Yield: 35.8%. Reaction SMILES: [CH:1]1[C:5]([CH:6]=[O:7])=[CH:4][O:3][CH:2]=1.CNCCNC.[C:14](=[O:17])([O-])[O-:15].[K+].[K+].[CH2:20](Br)[C:21]1[CH:26]=[CH:25][CH:24]=[CH:23][CH:22]=1.Cl>C1(C)C=CC=CC=1.O.C1(C)C=CC(S(O)(=O)=O)=CC=1.CN(C)C=O>[CH2:20]([O:15][C:14]([C:2]1[O:3][CH:4]=[C:5]([CH:6]=[O:7])[CH:1]=1)=[O:17])[C:21]1[CH:26]=[CH:25][CH:24]=[CH:23][CH:22]=1 |f:2.3.4,8.9|. Reported procedure: 3-Furfural (0.96 g, 10 mmol) was dissolved in toluene (10 mL), N,N′-dimethylethylenediamine (1.08 mL, 10.0 mmol) and p-toluenesulfonic acid monohydrate (10 mg, 0.11 mmol) were added, and the mixture was stirred at 105° C. overnight. The solvent was evaporated under reduced pressure and the residue was partitioned between ethyl acetate and 5% aqueous sodium hydrogen carbonate solution. The organic layer was washed with saturated brine, and dried over anhydrous sodium sulfate, and the solvent was ...